From a dataset of the Open Reaction Database (ORD), a public repository of structured organic reaction records. describe an organic reaction: reactants, conditions, products, and yield Reported procedure: One milliliter of 35% hydrochloric acid was added to a solution of 850 mg of 3-[N-(2-chlorobenzyl)acetylamino]-4-nitrobenzamide in 10 ml of 1,4-dioxane, and the mixture was heat-refluxed for 4 days. After the solvent was distilled off from the reaction solution under reduced pressure, the residue was separated by being poured in a mixture solution of water and chloroform. The organic layer was washed with water, and was dried over magnesium sulfate. The solvent was distilled off under reduced pr... Product: ClC1=C(CNC=2C=C(C#N)C=CC2[N+](=O)[O-])C=CC=C1 (3-[N-(2-chlorobenzyl)amino]-4-nitrobenznitrile). Reactants: Cl (hydrochloric acid), ClC1=C(CCC(=O)NC=2C=C(C(=O)N)C=CC2[N+](=O)[O-])C=CC=C1 (3-[N-(2-chlorobenzyl)acetylamino]-4-nitrobenzamide). Solvent: O1CCOCC1 (1,4-dioxane). RXN SMILES: [ClH:1].ClC1C=[CH:24][CH:23]=[CH:22][C:4]=1[CH2:5][CH2:6][C:7]([NH:9][C:10]1[CH:11]=[C:12]([CH:16]=[CH:17][C:18]=1[N+:19]([O-:21])=[O:20])[C:13]([NH2:15])=O)=O>O1CCOCC1>[Cl:1][C:5]1[CH:4]=[CH:22][CH:23]=[CH:24][C:6]=1[CH2:7][NH:9][C:10]1[CH:11]=[C:12]([CH:16]=[CH:17][C:18]=1[N+:19]([O-:21])=[O:20])[C:13]#[N:15]. Starting materials: S(O)(O)(=O)=O (sulfuric acid), CC=1C(C2=CC=CC=C2C(C1)=O)=O (2-methyl-1,4-naphthoquinone), COCCO (2-methoxyethanol). Reagents/catalysts: [Zn] (zinc). Run in C1(=CC=CC=C1)C (toluene). Run at temperature 100 celsius, time 5 hour. The product is COCCOC1=CC(=C(C2=CC=CC=C12)O)C (4-(2'-methoxyethoxy)-2-methyl-1-naphthol). The yield is 76.0%. RXN SMILES: S(=O)(=O)(O)O.[CH3:6][C:7]1[C:8](=[O:18])[C:9]2[C:14]([C:15](=[O:17])[CH:16]=1)=[CH:13][CH:12]=[CH:11][CH:10]=2.[CH3:19][O:20][CH2:21][CH2:22]O>[Zn].C1(C)C=CC=CC=1>[CH3:19][O:20][CH2:21][CH2:22][O:17][C:15]1[C:14]2[C:9](=[CH:10][CH:11]=[CH:12][CH:13]=2)[C:8]([OH:18])=[C:7]([CH3:6])[CH:16]=1. Reported procedure: 4.9g of concentrated sulfuric acid were added dropwise, with stirring, to a mixture of 4.75 g (27.6 mmole) of 2-methyl-1,4-naphthoquinone, 2.71 g (41.4 mmole) of zinc powder, 15 mL of 2-methoxyethanol and 15 mL of toluene, in an ice bath. After the addition was completed, the reaction mixture was stirred for 5 hours at 100° C. The reaction product was extracted with ethyl acetate, washed with water, then brine, dried over sodium sulfate, filtered, then evaporated under reduced pressure to give 4... Reactants: CCO, [H][H], O=[N+]([O-])c1cccc(S(F)(F)(F)(F)F)c1. Product: Nc1cccc(S(F)(F)(F)(F)F)c1. Reaction SMILES: [CH3:18][CH2:19][OH:20].[H:16][H:17].[N+:1]([O-:2])(=[O:3])[c:4]1[cH:5][c:6]([S:10]([F:11])([F:12])([F:13])([F:14])[F:15])[cH:7][cH:8][cH:9]1>>[NH2:1][c:4]1[cH:5][c:6]([S:10]([F:11])([F:12])([F:13])([F:14])[F:15])[cH:7][cH:8][cH:9]1. Starting materials: CC1(NC(CCC1)(C)C)C (2,2,6,6-Tetramethylpiperidine), C(CCC)[Li] (1-butyllithium), FC(CC1=NC=C(C=C1)OCOC)(C)C (2-(2-fluoro-2-methylpropyl)-5-(methoxymethoxy)pyridine), Acetylaldehyde, O (water). Solvent: C1CCOC1 (THF), C1CCOC1 (THF). Run at temperature -78 celsius, time 10 minute. Yields the product FC(CC1=NC=C(C(=C1)C(C)O)OCOC)(C)C (1-(2-(2-fluoro-2-methylpropyl)-5-(methoxymethoxy)pyridin-4-yl)ethanol). RXN SMILES: C[C:2]1([CH3:10])CCCC(C)(C)N1.C([Li])CCC.[F:16][C:17]([CH3:30])([CH3:29])[CH2:18][C:19]1[CH:24]=[CH:23][C:22]([O:25][CH2:26][O:27][CH3:28])=[CH:21][N:20]=1.[OH2:31]>C1COCC1>[F:16][C:17]([CH3:30])([CH3:29])[CH2:18][C:19]1[CH:24]=[C:23]([CH:2]([OH:31])[CH3:10])[C:22]([O:25][CH2:26][O:27][CH3:28])=[CH:21][N:20]=1. Procedure details: 2,2,6,6-Tetramethylpiperidine (8.26 ml, 49.0 mmol) was dissolved with 270 ml THF and 1-butyllithium (14.1 ml, 35.4 mmol) was added at −78° C. The mixture was stirred for 10 min in an ice bath and cooled back to −78° C. A solution of 2-(2-fluoro-2-methylpropyl)-5-(methoxymethoxy)pyridine (5.8000 g, 27.2 mmol) in 20 ml THF was added dropwise and the reaction was stirred for 20 min. Acetylaldehyde (7.65 ml, 136 mmol) was added to the dark red solution and the color disappeared. Stirring was continu... The reactants are CC1(C=2C=CC(=CC2C(=CC1)C1=CC=C(C=C1)C)/C=C/C1=CC=C(C(=O)OCC)C=C1)C (ethyl (E)4-[2-(5,6-dihydro-5,5-dimethyl-8-(4-methylphenyl)- 2-naphthalenyl)ethenyl)-benzoate), CC1(C=2C=CC(=CC2C(=CC1)C1=CC=C(C=C1)C)/C=C/C1=CC=C(C(=O)OCC)C=C1)C (ethyl (E)4-[2-(5,6-dihydro-5,5-dimethyl-8-(4-methylphenyl)- 2-naphthalenyl)ethenyl)-benzoate), [Li+].[OH-] (LiOH), solution, CO (MeOH). The solvent is C1CCOC1 (THF). Reaction conditions: temperature 55 celsius. The product is CC1(C=2C=CC(=CC2C(=CC1)C1=CC=C(C=C1)C)/C=C/C1=CC=C(C(=O)O)C=C1)C ((E)-4-[2-(5,6-Dihydro-5,5-dimethyl-8-(4-methylphenyl)-2-naphthalenyl)ethenyl]-benzoic acid). As a reaction SMILES: [CH3:1][C:2]1([CH3:32])[CH2:11][CH:10]=[C:9]([C:12]2[CH:17]=[CH:16][C:15]([CH3:18])=[CH:14][CH:13]=2)[C:8]2[CH:7]=[C:6](/[CH:19]=[CH:20]/[C:21]3[CH:31]=[CH:30][C:24]([C:25]([O:27]CC)=[O:26])=[CH:23][CH:22]=3)[CH:5]=[CH:4][C:3]1=2.[Li+].[OH-].CO>C1COCC1>[CH3:1][C:2]1([CH3:32])[CH2:11][CH:10]=[C:9]([C:12]2[CH:17]=[CH:16][C:15]([CH3:18])=[CH:14][CH:13]=2)[C:8]2[CH:7]=[C:6](/[CH:19]=[CH:20]/[C:21]3[CH:22]=[CH:23][C:24]([C:25]([OH:27])=[O:26])=[CH:30][CH:31]=3)[CH:5]=[CH:4][C:3]1=2 |f:1.2|. Procedure details: To a solution of 65.0 mg (0.190 mmol) of ethyl (E)4-[2-(5,6-dihydro-5,5-dimethyl-8-(4-methylphenyl)- 2-naphthalenyl)ethenyl)-benzoate (Compound 44) in 4.0 ml of THF was added 30.0 mg of LiOH (0.909 mmol, 1.0 ml of a 1.1M solution) and 1.0 ml of MeOH. The solution was heated to 55° C. for 3 hours, cooled to room temperature, and concentrated under reduced pressure. The residue was dissolved in H2O and extracted with hexanes. The aqueous layer was acidified to pH 1 with 10% HCl, and extracted with... Starting materials: N1[C@H](C(=O)O)CCC1 (L-proline), C(CC(C)C)(=O)Cl (iso-valeryl chloride), Cl (HCl). Run in [OH-].[Na+] (NaOH), [OH-].[Na+] (NaOH). Run at time 15 minute. The product is C(CC(C)C)(=O)N1[C@H](C(=O)O)CCC1 (N-iso-valeryl-L-proline). Reaction SMILES: [NH:1]1[CH2:8][CH2:7][CH2:6][C@H:2]1[C:3]([OH:5])=[O:4].[C:9](Cl)(=[O:14])[CH2:10][CH:11]([CH3:13])[CH3:12].Cl>[OH-].[Na+]>[C:9]([N:1]1[CH2:8][CH2:7][CH2:6][C@H:2]1[C:3]([OH:5])=[O:4])(=[O:14])[CH2:10][CH:11]([CH3:13])[CH3:12] |f:3.4|. Reported procedure: To a well stirred solution of L-proline (1.15 g; 0.01 mole) in 2N aq. NaOH (5 ml), 4N aq. NaOH (2.5 ml) and iso-valeryl chloride (1.4 ml; 0.012 mole) were added simultaneously dropwise maintaining the temperature near 0°-4° C. After 15 minutes, the mixture was acidified (pH 2-3) with 1N HCl and extracted with CHCL3. The combined organic extract was dried using MgSO4, and the solvent was removed. N-iso-valeryl-L-proline was obtained as an oil. Yield 0.85 g, Rf =0.66 (Silica gel, n-C4H9OH-AcOH-H2O... Reactants: ClC=1C2=C(N=CN1)N=C(S2)SC (7-chloro-2-(methylthio)thiazolo[4,5-d]pyrimidine), NC1=C([Se]C(=C1)C(C)(C)C)C(=O)N (3-amino-5-tert-butylselenophene-2-carboxamide), CN(C)C=O.[OH-].[Na+] (DMF NaOH). Product: CSC=1SC2=C(N=CN=C2NC2=C([Se]C(=C2)C(C)(C)C)C(=O)N)N1 (3-(2-(Methylthio)thiazolo[4,5-d]pyrimidin-7-ylamino)-5-tert-butyl selenophene-2-carboxamide). Reaction SMILES: Cl[C:2]1[C:3]2[S:10][C:9]([S:11][CH3:12])=[N:8][C:4]=2[N:5]=[CH:6][N:7]=1.[NH2:13][C:14]1[CH:18]=[C:17]([C:19]([CH3:22])([CH3:21])[CH3:20])[Se:16][C:15]=1[C:23]([NH2:25])=[O:24].CN(C=O)C.[OH-].[Na+]>>[CH3:12][S:11][C:9]1[S:10][C:3]2[C:2]([NH:13][C:14]3[CH:18]=[C:17]([C:19]([CH3:22])([CH3:20])[CH3:21])[Se:16][C:15]=3[C:23]([NH2:25])=[O:24])=[N:7][CH:6]=[N:5][C:4]=2[N:8]=1 |f:2.3.4|. Procedure details: The reaction of 7-chloro-2-(methylthio)thiazolo[4,5-d]pyrimidine with 3-amino-5-tert-butylselenophene-2-carboxamide in the presence of DMF/NaOH as described in Example 1 gave title compound as a pale color solid, mp 280-282° C. 1H NMR (400 MHz, DMSO-d6): δ 12.16 (1H, br s, exchangeable with D2O), 8.77 (1H, s), 8.15 (1H, s), 7.61 (2H, br s, exchangeable with D2O), 2.69 (3H, s), 1.39 (9H, s); LC-MS (positive ion mode): m/z 426, 428 (M+H)+. The reactants are CCOC(C)=O, C=Cc1c(C(=O)NC)[nH]c2ccccc12, [H][H]. The product is CCc1c(C(=O)NC)[nH]c2ccccc12. Reaction SMILES: [CH3:18][CH2:19][O:20][C:21](=[O:22])[CH3:23].[CH3:1][NH:2][C:3](=[O:4])[c:5]1[nH:6][c:7]2[cH:8][cH:9][cH:10][cH:11][c:12]2[c:13]1[CH:14]=[CH2:15].[H:16][H:17]>>[CH3:1][NH:2][C:3](=[O:4])[c:5]1[nH:6][c:7]2[cH:8][cH:9][cH:10][cH:11][c:12]2[c:13]1[CH2:14][CH3:15].